Dataset: the Open Reaction Database (ORD), a public repository of structured organic reaction records. Task: describe an organic reaction: reactants, conditions, products, and yield Starting materials: NC=1N=NC(=CC1)Cl (3-amino-6-chloropyridazine), Cl.ClC=1C=CC=NC1 (5-chloro pyridine hydrogen chloride), N1CCNCC1 (piperazine), C([O-])([O-])=O.[K+].[K+] (potassium carbonate). Product: CN1CCN(CC1)C1=CC=C(N=N1)N ([6-(4-methylpiperazin-1-yl)pyridazin-3-yl]amine). Yield: 53.6%. Reaction SMILES: [NH2:1][C:2]1[N:3]=[N:4][C:5](Cl)=[CH:6][CH:7]=1.Cl.Cl[C:11]1C=CC=NC=1.[NH:17]1[CH2:22][CH2:21][NH:20][CH2:19][CH2:18]1.C(=O)([O-])[O-].[K+].[K+]>>[CH3:11][N:17]1[CH2:22][CH2:21][N:20]([C:5]2[N:4]=[N:3][C:2]([NH2:1])=[CH:7][CH:6]=2)[CH2:19][CH2:18]1 |f:1.2,4.5.6|. Reported procedure: An amount of 1.0 g (7.72 mmol) of 3-amino-6-chloropyridazine, 5-chloro pyridine hydrogen chloride (4.46 g, 38.6 mmol), and piperazine (5.1 mL, 72 mmol) were placed in a pre-heated oil bath at 165-170° C. for 4 hours. After cooling, the mixture is basified with saturated potassium carbonate, extracted 3× with ethyl acetate and dried over magnesium sulfate. The oily residue is purified by column chromatography to give a brown solid 800 mg (53% yield). MS (ESI) m/z 194.3 (M+1)+ Starting materials: CCO, [H][H], O=c1cc2nnc(=O)n-2c2ccc([N+](=O)[O-])cc2n1-c1ccccc1. Yields the product Nc1ccc2c(c1)n(-c1ccccc1)c(=O)cc1nnc(=O)n2-1. Reaction SMILES: [CH3:28][CH2:29][OH:30].[H:26][H:27].[N+:1]([O-:2])(=[O:3])[c:4]1[cH:5][cH:6][c:7]2[c:8]([n:9](-[c:19]3[cH:20][cH:21][cH:22][cH:23][cH:24]3)[c:10](=[O:18])[cH:11][c:12]3[n:16][n:15][c:14](=[O:17])[n:13]2-3)[cH:25]1>>[NH2:1][c:4]1[cH:5][cH:6][c:7]2[c:8]([n:9](-[c:19]3[cH:20][cH:21][cH:22][cH:23][cH:24]3)[c:10](=[O:18])[cH:11][c:12]3[n:16][n:15][c:14](=[O:17])[n:13]2-3)[cH:25]1.